The task is: describe an organic reaction: reactants, conditions, products, and yield. This data is from the Open Reaction Database (ORD), a public repository of structured organic reaction records. The reactants are C1(CCCCC1)N=C=NC1CCCCC1 (Dicyclohexylcarbodiimide), pyridinium salt, C(#N)CCOP(=O)([O-])[O-] (2-cyanoethylphosphate), N(=[N+]=[N-])[C@H]1C[C@@H](O[C@@H]1CO)N1C(=O)NC(=O)C=C1 (3'-azido-2',3'-dideoxyuridine), O (Water). Solvent: [OH-].[K+] (KOH), N1=CC=CC=C1 (pyridine), N1=CC=CC=C1 (pyridine). Reaction conditions: time 48 hour. The product is P(=O)(O)(O)OC[C@@H]1[C@H](C[C@@H](O1)N1C(=O)NC(=O)C=C1)N=[N+]=[N-] (3'-Azido-2',3'-Dideoxyuridine-5'-Monophosphate). Yield: 73.0%. RXN SMILES: C(CC[O:5][P:6]([O-])([O-:8])=[O:7])#N.[N:10]([C@@H:13]1[C@@H:17]([CH2:18][OH:19])[O:16][C@@H:15]([N:20]2[CH:27]=[CH:26][C:24](=[O:25])[NH:23][C:21]2=[O:22])[CH2:14]1)=[N+:11]=[N-:12].C1(N=C=NC2CCCCC2)CCCCC1.O>N1C=CC=CC=1.[OH-].[K+]>[P:6]([O:19][CH2:18][C@H:17]1[O:16][C@@H:15]([N:20]2[CH:27]=[CH:26][C:24](=[O:25])[NH:23][C:21]2=[O:22])[CH2:14][C@@H:13]1[N:10]=[N+:11]=[N-:12])([OH:8])([OH:7])=[O:5] |f:5.6|. Procedure: A freshly prepared pyridinium salt of 2-cyanoethylphosphate (8.05 g, 23.64 mmol) was added to a solution of 3'-azido-2',3'-dideoxyuridine (2.50 g, 9.7 mmol) in dry pyridine (50 ml) and evaporated to dryness at 30° C. The concentrated residue was dissolved in pyridine (50 ml) and the solution again evaporated to dryness. The process was repeated twice and then the residue obtained was dissolved in dry pyridine (50 ml). Dicyclohexylcarbodiimide (8.08 g, 39.1 mmol) was added to the solution. The re... Reactants: CN(C=CC(=O)C1=COC=C1)C (3-dimethylamino-1-(3-furyl)-2-propen-1-one), NC1=NNC=C1C#N (3-aminopyrazole-4-carbonitrile). The solvent is C(C)(=O)O (acetic acid). Yields the product O1C=C(C=C1)C1=CC=NC=2N1N=CC2C#N (7-(3-Furyl)pyrazolo[1,5-a]pyrimidine-3-carbonitrile). RXN SMILES: C[N:2]([CH3:12])[CH:3]=[CH:4][C:5]([C:7]1[CH:11]=[CH:10][O:9][CH:8]=1)=O.N[C:14]1[C:18]([C:19]#[N:20])=C[NH:16][N:15]=1>C(O)(=O)C>[O:9]1[CH:10]=[CH:11][C:7]([C:5]2[N:16]3[N:15]=[CH:14][C:18]([C:19]#[N:20])=[C:12]3[N:2]=[CH:3][CH:4]=2)=[CH:8]1. Procedure: A mixture of 0.01 mole of 3-dimethylamino-1-(3-furyl)-2-propen-1-one and 0.01 mole of 3-aminopyrazole-4-carbonitrile in glacial acetic acid is heated at reflux temperature for 6 hours. The solvent is removed in vacuo and the residue purified as described for Example 1 to give the product of the example.